This data is from the Open Reaction Database (ORD), a public repository of structured organic reaction records. The task is: describe an organic reaction: reactants, conditions, products, and yield Reactants: [H-].[Na+] (sodium hydride), O1C(COC=2C(=NC=CC2)[N+](=O)[O-])C1 (3-(2,3-epoxypropoxy)-2-nitro-pyridine), C(C1=CC=CC=C1)O (benzyl alcohol). Run in COCCOC (1,2-dimethoxyethane). Product: C(C1=CC=CC=C1)OC1=NC=CC=C1OCC1CO1 (2-Benzyloxy-3-(2,3-epoxypropoxy)-pyridine). As a reaction SMILES: [H-].[Na+].[O:3]1[CH2:16][CH:4]1[CH2:5][O:6][C:7]1[C:8]([N+]([O-])=O)=[N:9][CH:10]=[CH:11][CH:12]=1.[CH2:17]([OH:24])[C:18]1[CH:23]=[CH:22][CH:21]=[CH:20][CH:19]=1>COCCOC>[CH2:17]([O:24][C:8]1[C:7]([O:6][CH2:5][CH:4]2[O:3][CH2:16]2)=[CH:12][CH:11]=[CH:10][N:9]=1)[C:18]1[CH:23]=[CH:22][CH:21]=[CH:20][CH:19]=1 |f:0.1|. Procedure details: 3.6 g of a sodium hydride suspension (55%) are added in portions, at 0°-5°, to 15.7 g of 3-(2,3-epoxypropoxy)-2-nitro-pyridine and 9.0 g of benzyl alcohol dissolved in 150 ml of 1,2-dimethoxyethane, with stirring and cooling, and the mixture is stirred for a further 3 hours at 0°-5° and for 2 hours at 20°-25°. The reaction mixture is evaporated, the residue is dissolved in ethyl acetate, the solution is washed with water and the ethyl acetate solution is evaporated. The residue (20 g) is chromat... The reactants are FC1=CC=C(C=C1)N1N=CC2=CC(=CC=C12)C1(C(C1)CN)C1=CC=CC=C1 ((2-(1-(4-Fluorophenyl)-1H-indazol-5-yl)-2-phenylcyclopropyl)methanamine), FC(CS(=O)(=O)Cl)(F)F (2,2,2-trifluoroethanesulfonyl chloride). Yields the product FC(CS(=O)(=O)NCC1C(C1)(C1=CC=CC=C1)C=1C=C2C=NN(C2=CC1)C1=CC=C(C=C1)F)(F)F (2,2,2-trifluoro-N-((2-(1-(4-fluorophenyl)-1H-indazol-5-yl)-2-phenylcyclopropyl)methyl)ethanesulfonamide). Yield: 79.4%. As a reaction SMILES: [F:1][C:2]1[CH:7]=[CH:6][C:5]([N:8]2[C:16]3[C:11](=[CH:12][C:13]([C:17]4([C:22]5[CH:27]=[CH:26][CH:25]=[CH:24][CH:23]=5)[CH2:19][CH:18]4[CH2:20][NH2:21])=[CH:14][CH:15]=3)[CH:10]=[N:9]2)=[CH:4][CH:3]=1.[F:28][C:29]([F:36])([F:35])[CH2:30][S:31](Cl)(=[O:33])=[O:32]>>[F:28][C:29]([F:36])([F:35])[CH2:30][S:31]([NH:21][CH2:20][CH:18]1[CH2:19][C:17]1([C:13]1[CH:12]=[C:11]2[C:16](=[CH:15][CH:14]=1)[N:8]([C:5]1[CH:4]=[CH:3][C:2]([F:1])=[CH:7][CH:6]=1)[N:9]=[CH:10]2)[C:22]1[CH:23]=[CH:24][CH:25]=[CH:26][CH:27]=1)(=[O:33])=[O:32]. Procedure details: (2-(1-(4-Fluorophenyl)-1H-indazol-5-yl)-2-phenylcyclopropyl)methanamine (71 mg, 0.15 mmol) was coupled with 2,2,2-trifluoroethanesulfonyl chloride (50 mg, 0.5 mmol) using General Coupling Method B to give 60 mg (86% yield) of 2,2,2-trifluoro-N-((2-(1-(4-fluorophenyl)-1H-indazol-5-yl)-2-phenylcyclopropyl)methyl)ethanesulfonamide. MS found: (M+H)+=504.